Dataset: the Open Reaction Database (ORD), a public repository of structured organic reaction records. Task: describe an organic reaction: reactants, conditions, products, and yield Reactants: OC1CCC(Nc2ncc(I)cc2F)CC1, C#Cc1ccccc1. Product: OC1CCC(Nc2ncc(C#Cc3ccccc3)cc2F)CC1. RXN SMILES: [F:1][c:2]1[c:3]([NH:9][CH:10]2[CH2:11][CH2:12][CH:13]([OH:16])[CH2:14][CH2:15]2)[n:4][cH:5][c:6]([I:8])[cH:7]1.[c:17]1([C:23]#[CH:24])[cH:18][cH:19][cH:20][cH:21][cH:22]1>>[F:1][c:2]1[c:3]([NH:9][CH:10]2[CH2:11][CH2:12][CH:13]([OH:16])[CH2:14][CH2:15]2)[n:4][cH:5][c:6]([C:24]#[C:23][c:17]2[cH:18][cH:19][cH:20][cH:21][cH:22]2)[cH:7]1. Starting materials: OCCCO, Cc1ccccc1, O=C1CCCCC1, O, Cc1ccc(S(=O)(=O)O)cc1. Yields the product C1CCC2(CC1)OCCCO2. Reaction SMILES: [CH2:8]([CH2:9][CH2:10][OH:11])[OH:12].[CH3:25][c:26]1[cH:27][cH:28][cH:29][cH:30][cH:31]1.[O:1]=[C:2]1[CH2:3][CH2:4][CH2:5][CH2:6][CH2:7]1.[OH2:13].[c:14]1([CH3:15])[cH:16][cH:17][c:18]([S:19]([OH:20])(=[O:21])=[O:22])[cH:23][cH:24]1>>[O:1]1[C:2]2([CH2:3][CH2:4][CH2:5][CH2:6][CH2:7]2)[O:11][CH2:10][CH2:9][CH2:8]1. The reactants are CCCCP(CCCC)CCCC, C1COCCO1, O=C(N=NC(=O)N1CCCCC1)N1CCCCC1, O=C1SC(Cc2ccc(O)cc2)C(=O)N1C(c1ccccc1)(c1ccccc1)c1ccccc1, Cn1c(CO)nc2ncccc21. The product is Cn1c(COc2ccc(CC3SC(=O)N(C(c4ccccc4)(c4ccccc4)c4ccccc4)C3=O)cc2)nc2ncccc21. RXN SMILES: [CH2:47]([P:48]([CH2:49][CH2:50][CH2:51][CH3:52])[CH2:53][CH2:54][CH2:55][CH3:56])[CH2:57][CH2:58][CH3:59].[CH2:78]1[O:79][CH2:80][CH2:81][O:82][CH2:83]1.[N:60]([C:61]([N:62]1[CH2:63][CH2:64][CH2:65][CH2:66][CH2:67]1)=[O:68])=[N:69][C:70]([N:71]1[CH2:72][CH2:73][CH2:74][CH2:75][CH2:76]1)=[O:77].[OH:13][c:14]1[cH:15][cH:16][c:17]([CH2:18][CH:19]2[C:20](=[O:44])[N:21]([C:25]([c:26]3[cH:27][cH:28][cH:29][cH:30][cH:31]3)([c:32]3[cH:33][cH:34][cH:35][cH:36][cH:37]3)[c:38]3[cH:39][cH:40][cH:41][cH:42][cH:43]3)[C:22](=[O:24])[S:23]2)[cH:45][cH:46]1.[OH:1][CH2:2][c:3]1[n:4]([CH3:12])[c:5]2[c:6]([n:7][cH:8][cH:9][cH:10]2)[n:11]1>>[O:1]([CH2:2][c:3]1[n:4]([CH3:12])[c:5]2[c:6]([n:7][cH:8][cH:9][cH:10]2)[n:11]1)[c:14]1[cH:15][cH:16][c:17]([CH2:18][CH:19]2[C:20](=[O:44])[N:21]([C:25]([c:26]3[cH:27][cH:28][cH:29][cH:30][cH:31]3)([c:32]3[cH:33][cH:34][cH:35][cH:36][cH:37]3)[c:38]3[cH:39][cH:40][cH:41][cH:42][cH:43]3)[C:22](=[O:24])[S:23]2)[cH:45][cH:46]1. Reactants: C=CCBr, C=CCOC(=O)NC(Cc1ccc(O)cc1)C(=O)OC, [K+], [K+], O=C([O-])[O-], CN(C)C=O, O. The product is C=CCOC(=O)NC(Cc1ccc(OCC=C)cc1)C(=O)OC. Reaction SMILES: [CH2:27]([CH:28]=[CH2:29])[Br:30].[CH3:1][O:2][C:3]([CH:4]([CH2:5][c:6]1[cH:7][cH:8][c:9]([OH:12])[cH:10][cH:11]1)[NH:13][C:14](=[O:15])[O:16][CH2:17][CH:18]=[CH2:19])=[O:20].[K+:21].[K+:22].[O-:23][C:24]([O-:25])=[O:26].[O:32]=[CH:33][N:34]([CH3:35])[CH3:36].[OH2:31]>>[CH3:1][O:2][C:3]([CH:4]([CH2:5][c:6]1[cH:7][cH:8][c:9]([O:12][CH2:29][CH:28]=[CH2:27])[cH:10][cH:11]1)[NH:13][C:14](=[O:15])[O:16][CH2:17][CH:18]=[CH2:19])=[O:20]. Reactants: ClC1=NC(=NC(=N1)NC)N1CCC(CC1)C(=O)NCC1=C(C=CC=C1)C(F)(F)F (1-[4-chloro-6-(methylamino)-1,3,5-triazin-2-yl]-N-{[2-(trifluoromethyl)phenyl]methyl}-4-piperidinecarboxamide), C1(=CC=CC=C1)[C@H](CN)C ((2R)-2-phenylpropylamine). Run at temperature 80 celsius. Yields the product CNC1=NC(=NC(=N1)NC[C@H](C)C1=CC=CC=C1)N1CCC(CC1)C(=O)NCC1=C(C=CC=C1)C(F)(F)F (1-(4-(methylamino)-6-{[(2R)-2-phenylpropyl]amino}-1,3,5-triazin-2-yl)-N-{[2-(trifluoromethyl)phenyl]methyl}-4-piperidinecarboxamide). RXN SMILES: Cl[C:2]1[N:7]=[C:6]([NH:8][CH3:9])[N:5]=[C:4]([N:10]2[CH2:15][CH2:14][CH:13]([C:16]([NH:18][CH2:19][C:20]3[CH:25]=[CH:24][CH:23]=[CH:22][C:21]=3[C:26]([F:29])([F:28])[F:27])=[O:17])[CH2:12][CH2:11]2)[N:3]=1.[C:30]1([C@@H:36]([CH3:39])[CH2:37][NH2:38])[CH:35]=[CH:34][CH:33]=[CH:32][CH:31]=1>>[CH3:9][NH:8][C:6]1[N:7]=[C:2]([NH:38][CH2:37][C@@H:36]([C:30]2[CH:35]=[CH:34][CH:33]=[CH:32][CH:31]=2)[CH3:39])[N:3]=[C:4]([N:10]2[CH2:11][CH2:12][CH:13]([C:16]([NH:18][CH2:19][C:20]3[CH:25]=[CH:24][CH:23]=[CH:22][C:21]=3[C:26]([F:29])([F:27])[F:28])=[O:17])[CH2:14][CH2:15]2)[N:5]=1. Procedure details: Approximately half of the suspension prepared in step c was treated with (2R)-2-phenylpropylamine (1.16 mL, 8.14 mmol, 10.0 equiv). After heating to 80° C., the solvents were removed in vacuo, and the residue was purified by reverse-phase HPLC (Sunfire, 35-60% CH3CN/H2O, 0.1% TFA, 12 min) to afford 156 mg of the title compound. MS (ES+): m/e 528.1 [M+H]+. Starting materials: C(=O)[O-].[NH4+] (Ammonium formate), C(C)(C)(C)OC(=O)N1CCC(CC1)=O (4-oxo-piperidine-1-carboxylic acid tert-butyl ester), [OH-].[Na+] (NaOH). Reagents/catalysts: [Pd] (Pd/C). Solvent: N (ammonia). Run at time 8 hour. The product is C(C)(C)(C)OC(=O)N1CCC(CC1)N (4-amino-piperidine-1-carboxylic acid tert-butyl ester). Yield: 83.0%. As a reaction SMILES: C([O-])=O.[NH4+:4].[C:5]([O:9][C:10]([N:12]1[CH2:17][CH2:16][C:15](=O)[CH2:14][CH2:13]1)=[O:11])([CH3:8])([CH3:7])[CH3:6].[OH-].[Na+]>N.[Pd]>[C:5]([O:9][C:10]([N:12]1[CH2:17][CH2:16][CH:15]([NH2:4])[CH2:14][CH2:13]1)=[O:11])([CH3:8])([CH3:7])[CH3:6] |f:0.1,3.4|. Procedure: Ammonium formate (300 mg, 4.8 mmol) was added to a stirred solution of 4-oxo-piperidine-1-carboxylic acid tert-butyl ester (250 mg, 1.2 mmol) in methanolic ammonia (2.5 mL) followed by 10% Pd/C (50 mg) and stirring was continued at room temperature overnight. The above mixture was filtered through celite, filtrate was collected, and concentrated under reduced pressure to furnish a crude residue. The residue was treated with 2N aqueous NaOH solution, extracted with EtOAc, dried over Na2SO4 and co... Starting materials: O1CCOC2=C1C=CC(=C2)C(CC#N)=O (3-(2,3-dihydro-benzo[1,4]dioxin-6-yl)-3-oxo-propionitrile), CS(=O)C (DMSO), [N+](=O)(O)[O-].NC(=N)N (guanidine nitrate), [H-].[Na+] (sodium hydride), CI (methyl iodide). Solvent: C(=S)=S (carbon disulphide), C(C)N(CC)CC (triethylamine), CN(C)C=O (DMF). Product: NC1=NC(=C(C(=N1)C1=CC2=C(OCCO2)C=C1)C#N)SC (2-Amino-4-(2,3-dihydro-benzo[1,4]dioxin-6-yl)-6-methylsulfanyl-pyrimidine-5-carbonitrile). RXN SMILES: [O:1]1[C:6]2[CH:7]=[CH:8][C:9]([C:11](=O)[CH2:12][C:13]#[N:14])=[CH:10][C:5]=2[O:4][CH2:3][CH2:2]1.[H-].[Na+].CI.[N+]([O-])(O)=O.[NH2:24][C:25]([NH2:27])=[NH:26].[CH3:28][S:29]([CH3:31])=O>CN(C=O)C.C(N(CC)CC)C.C(=S)=S>[NH2:26][C:25]1[N:27]=[C:11]([C:9]2[CH:8]=[CH:7][C:6]3[O:1][CH2:2][CH2:3][O:4][C:5]=3[CH:10]=2)[C:12]([C:13]#[N:14])=[C:28]([S:29][CH3:31])[N:24]=1 |f:1.2,4.5|. Reported procedure: From 3-(2,3-dihydro-benzo[1,4]dioxin-6-yl)-3-oxo-propionitrile with sodium hydride, carbon disulphide and methyl iodide in DMSO. Then treatment with guanidine nitrate and triethylamine in DMF. EI-MS m/e (%):300 (M+, 100), 299 ([M—H]+, 92). The solvent is CO (CH3OH). The product is C(C1=CC=CC=C1)OC1=CC=C(C=C1)C([C@H](C)N1CCC(CC1)(C1=CC=CC=C1)O)=O ((2S)-1-(4-Benzyloxyphenyl)-2-(4-hydroxy-4-phenylpiperidin-1-yl)-1-propanone). Reactants: C(C1=CC=CC=C1)OC1=CC=C(C=C1)C([C@@H](C)N1CCC(CC1)(C1=CC=CC=C1)O)=O ((2R)-1-(4-benzyloxyphenyl)-2-(4-hydroxy-4-phenylpiperidin-1-yl)-1-propanone). Procedure details: Under a nitrogen atmosphere, (2S)-1-(4-benzyloxyphenyl)-2-(4-hydroxy-4-phenylpiperidin-1-yl)-1-propanone dibenzoyl D-tartrate salt (150.0 g, 0.19 mol) was suspended in ethyl acetate (0.45 L, 3.0 mL/g of tartrate salt) and water (0.75 L, 50 mL/g of tartrate salt) containing NaHCO3 (51.0 g, 0.61 mol). The mixture was stirred for 2 hours at 20 to 25° C. while CO2 was liberated (pHf=8.1). Stirring was stopped and the clear layers were allowed to separate. The lower aqueous layer was separated and th... RXN SMILES: [CH2:1]([O:8][C:9]1[CH:14]=[CH:13][C:12]([C:15](=[O:31])[C@H:16]([N:18]2[CH2:23][CH2:22][C:21]([OH:30])([C:24]3[CH:29]=[CH:28][CH:27]=[CH:26][CH:25]=3)[CH2:20][CH2:19]2)[CH3:17])=[CH:11][CH:10]=1)[C:2]1[CH:7]=[CH:6][CH:5]=[CH:4][CH:3]=1>CO>[CH2:1]([O:8][C:9]1[CH:14]=[CH:13][C:12]([C:15](=[O:31])[C@@H:16]([N:18]2[CH2:23][CH2:22][C:21]([OH:30])([C:24]3[CH:29]=[CH:28][CH:27]=[CH:26][CH:25]=3)[CH2:20][CH2:19]2)[CH3:17])=[CH:11][CH:10]=1)[C:2]1[CH:3]=[CH:4][CH:5]=[CH:6][CH:7]=1. The reactants are C1COCCO1, Cl, CC(C)CCn1c(=O)c(C2=NS(=O)(=O)c3cc(NS(=O)(=O)NCCNC(=O)OC(C)(C)C)ccc3N2)c(O)c2cccnc21. The product is Cl, CC(C)CCn1c(=O)c(C2=NS(=O)(=O)c3cc(NS(=O)(=O)NCCN)ccc3N2)c(O)c2cccnc21. As a reaction SMILES: [CH2:46]1[O:47][CH2:48][CH2:49][O:50][CH2:51]1.[ClH:45].[OH:1][c:2]1[c:3]([C:18]2=[N:19][S:20](=[O:43])(=[O:44])[c:21]3[c:22]([cH:24][cH:25][c:26]([NH:28][S:29](=[O:30])(=[O:31])[NH:32][CH2:33][CH2:34][NH:35][C:36](=[O:37])[O:38][C:39]([CH3:40])([CH3:41])[CH3:42])[cH:27]3)[NH:23]2)[c:4](=[O:17])[n:5]([CH2:12][CH2:13][CH:14]([CH3:15])[CH3:16])[c:6]2[n:7][cH:8][cH:9][cH:10][c:11]12>>[ClH:45].[OH:1][c:2]1[c:3]([C:18]2=[N:19][S:20](=[O:43])(=[O:44])[c:21]3[c:22]([cH:24][cH:25][c:26]([NH:28][S:29](=[O:30])(=[O:31])[NH:32][CH2:33][CH2:34][NH2:35])[cH:27]3)[NH:23]2)[c:4](=[O:17])[n:5]([CH2:12][CH2:13][CH:14]([CH3:15])[CH3:16])[c:6]2[n:7][cH:8][cH:9][cH:10][c:11]12.